From a dataset of the Open Reaction Database (ORD), a public repository of structured organic reaction records. describe an organic reaction: reactants, conditions, products, and yield Starting materials: NC1=C(C=C(C=C1)Cl)C(C(F)(F)F)=O (1-(2-amino-5-chloro-phenyl)-2,2,2-trifluoro-ethanone), C[Mg]Br (methylmagnesium bromide), C(=O)(N1C=NC=C1)N1C=NC=C1 (1,1′-carbonyldiimidazole). Run in CO (carbinol). Yields the product ClC1=CC2=C(NC(OC2(C(F)(F)F)C)=O)C=C1 (6-Chloro-4-methyl-4-trifluoromethyl-1,4-dihydro-benzo[d][1,3]oxazin-2-one). RXN SMILES: [NH2:1][C:2]1[CH:7]=[CH:6][C:5]([Cl:8])=[CH:4][C:3]=1[C:9](=[O:14])[C:10]([F:13])([F:12])[F:11].[CH3:15][Mg]Br.[C:18](N1C=CN=C1)(N1C=CN=C1)=[O:19]>CO>[Cl:8][C:5]1[CH:6]=[CH:7][C:2]2[NH:1][C:18](=[O:19])[O:14][C:9]([CH3:15])([C:10]([F:13])([F:11])[F:12])[C:3]=2[CH:4]=1. Reported procedure: Prepared from 1-(2-amino-5-chloro-phenyl)-2,2,2-trifluoro-ethanone by addition of methylmagnesium bromide followed by treatment of the resultant carbinol with 1,1′-carbonyldiimidazole according to the procedure of Example 2. White solid: mp 216-216° C.; 1H-NMR (DMSO-d6) δ 10.91 (bs, 1H, D2O exchangeable), 7.64 (d, 1H, J=1.6 Hz), 7.49 (dd, 1H, J=8.6, 2.3 Hz), 6.95 (d, 1H, J=8.6 Hz), 1.91 (s, 3H); 19F-NMR (DMSO-d6) δ −82.0 (s, 1F); MS (EI) m/z 264 ([M−H]−, 100%), 266 ([M−H]−, 33%). Anal. Calc. For... The reactants are compound, CS(=O)(=O)C1=CC=C(C=C1)N1CCC(=CC1)N1CCCC1 (1,2,3,6-Tetrahydro-1-[4-(methylsulfonyl)phenyl]-4-(1-pyrrolidinyl)pyridine), Cl (HCl), C(Cl)Cl (methylene chloride), C(#N)[BH3-].C(CCC)[N+](CCCC)(CCCC)CCCC (tetrabutylammonium cyanoborohydride). Solvent: C(=O)([O-])[O-].[Na+].[Na+] (Na2CO3). Product: CS(=O)(=O)C1=CC=C(C=C1)N1CCC(CC1)N1CCCC1 (1-[4-(Methylsulfonyl)phenyl]-4-(1-pyrrolidinyl)piperidine). Yield: 80.0%. Reaction SMILES: [CH3:1][S:2]([C:5]1[CH:10]=[CH:9][C:8]([N:11]2[CH2:16][CH:15]=[C:14]([N:17]3[CH2:21][CH2:20][CH2:19][CH2:18]3)[CH2:13][CH2:12]2)=[CH:7][CH:6]=1)(=[O:4])=[O:3].Cl.C(Cl)Cl.C([BH3-])#N.C([N+](CCCC)(CCCC)CCCC)CCC>C([O-])([O-])=O.[Na+].[Na+]>[CH3:1][S:2]([C:5]1[CH:6]=[CH:7][C:8]([N:11]2[CH2:12][CH2:13][CH:14]([N:17]3[CH2:21][CH2:20][CH2:19][CH2:18]3)[CH2:15][CH2:16]2)=[CH:9][CH:10]=1)(=[O:3])=[O:4] |f:3.4,5.6.7|. Reported procedure: A solution of 2 g (0.0065 mol) of the compound of (C), 5 ml of 4.66M HCl (in isopropyl alcohol), 40 ml of methylene chloride and 2.68 g of tetrabutylammonium cyanoborohydride is stirred at ambient temperature overnight. The solution is diluted with sat. Na2CO3 solution and extracted with methylene chloride. The combined extracts are dried (Na2SO4) and concentrated in vacuo to give 1.6 g (80%) of the title compound. An analytical sample is prepared by recrystallization from ethyl acetate: m.p. 16... Starting materials: CC(C)Oc1cccc(Br)n1, [Li]CCCC, C1CCOC1, CN(C)C=O. Product: CC(C)Oc1cccc(C=O)n1. Reaction SMILES: [Br:1][c:2]1[n:3][c:4]([O:8][CH:9]([CH3:10])[CH3:11])[cH:5][cH:6][cH:7]1.[CH2:12]([Li:13])[CH2:14][CH2:15][CH3:16].[CH2:22]1[O:23][CH2:24][CH2:25][CH2:26]1.[O:17]=[CH:18][N:19]([CH3:20])[CH3:21]>>[c:2]1([CH:18]=[O:17])[n:3][c:4]([O:8][CH:9]([CH3:10])[CH3:11])[cH:5][cH:6][cH:7]1.